From a dataset of the Open Reaction Database (ORD), a public repository of structured organic reaction records. describe an organic reaction: reactants, conditions, products, and yield The reactants are CC(C)(C)OC(=O)N1CCCN(c2nc3ccccc3[nH]2)CC1, CN(C)C=O, [H-], FC(F)(F)CCCI, [Na+], C1CCOC1. Yields the product CC(C)(C)OC(=O)N1CCCN(c2nc3ccccc3n2CCCC(F)(F)F)CC1. As a reaction SMILES: [C:1]([CH3:2])([CH3:3])([CH3:4])[O:5][C:6](=[O:7])[N:8]1[CH2:9][CH2:10][N:11]([c:15]2[n:16][c:17]3[c:18]([nH:19]2)[cH:20][cH:21][cH:22][cH:23]3)[CH2:12][CH2:13][CH2:14]1.[CH3:39][N:40]([CH3:41])[CH:42]=[O:43].[H-:29].[I:31][CH2:32][CH2:33][CH2:34][C:35]([F:36])([F:37])[F:38].[Na+:30].[O:24]1[CH2:25][CH2:26][CH2:27][CH2:28]1>>[C:1]([CH3:2])([CH3:3])([CH3:4])[O:5][C:6](=[O:7])[N:8]1[CH2:9][CH2:10][N:11]([c:15]2[n:16]([CH2:32][CH2:33][CH2:34][C:35]([F:36])([F:37])[F:38])[c:17]3[c:18]([n:19]2)[cH:20][cH:21][cH:22][cH:23]3)[CH2:12][CH2:13][CH2:14]1. The reactants are CCCCCCCCCC(C)NC(=O)C=C(c1ccccc1)c1ccc([N+](=O)[O-])cc1, CC(=O)O, [Fe]. The product is CCCCCCCCCC(C)NC(=O)C=C(c1ccccc1)c1ccc(N)cc1. As a reaction SMILES: [CH3:1][CH:2]([CH2:3][CH2:4][CH2:5][CH2:6][CH2:7][CH2:8][CH2:9][CH2:10][CH3:11])[NH:12][C:13]([CH:14]=[C:15]([c:16]1[cH:17][cH:18][c:19]([N+:22]([O-:23])=[O:24])[cH:20][cH:21]1)[c:25]1[cH:26][cH:27][cH:28][cH:29][cH:30]1)=[O:31].[CH3:32][C:33](=[O:34])[OH:35].[Fe:36]>>[CH3:1][CH:2]([CH2:3][CH2:4][CH2:5][CH2:6][CH2:7][CH2:8][CH2:9][CH2:10][CH3:11])[NH:12][C:13]([CH:14]=[C:15]([c:16]1[cH:17][cH:18][c:19]([NH2:22])[cH:20][cH:21]1)[c:25]1[cH:26][cH:27][cH:28][cH:29][cH:30]1)=[O:31]. Reactants: N1N=CC2=C(C=CC=C12)C=1N=C(C2=C(N1)C=C(S2)CN2CCN(CC2)S(=O)(=O)C)N2CCOCC2 (2-(1H-indazol-4-yl)-6-(4-methanesulfonyl-piperazin-1-ylmethyl)-4-morpholin-4-yl-thieno[3,2-d]pyrimidine), CS(=O)(=O)O (methanesulfonic acid). Run in ClCCl (dichloromethane), CO (methanol). Conditions: time 3 hour. Product: S(C)(=O)(=O)O.S(C)(=O)(=O)O.N1N=CC2=C(C=CC=C12)C=1N=C(C2=C(N1)C=C(S2)CN2CCN(CC2)S(=O)(=O)C)N2CCOCC2 (2-(1H-indazol-4-yl)-6-(4-methanesulfonyl-piperazin-1-ylmethyl)-4-morpholin-4-yl-thieno[3,2-d]pyrimidine bismesylate). RXN SMILES: [NH:1]1[C:9]2[C:4](=[C:5]([C:10]3[N:11]=[C:12]([N:30]4[CH2:35][CH2:34][O:33][CH2:32][CH2:31]4)[C:13]4[S:18][C:17]([CH2:19][N:20]5[CH2:25][CH2:24][N:23]([S:26]([CH3:29])(=[O:28])=[O:27])[CH2:22][CH2:21]5)=[CH:16][C:14]=4[N:15]=3)[CH:6]=[CH:7][CH:8]=2)[CH:3]=[N:2]1.[CH3:36][S:37]([OH:40])(=[O:39])=[O:38]>ClCCl.CO>[S:37]([OH:40])(=[O:39])(=[O:38])[CH3:36].[S:37]([OH:40])(=[O:39])(=[O:38])[CH3:36].[NH:1]1[C:9]2[C:4](=[C:5]([C:10]3[N:11]=[C:12]([N:30]4[CH2:31][CH2:32][O:33][CH2:34][CH2:35]4)[C:13]4[S:18][C:17]([CH2:19][N:20]5[CH2:25][CH2:24][N:23]([S:26]([CH3:29])(=[O:27])=[O:28])[CH2:22][CH2:21]5)=[CH:16][C:14]=4[N:15]=3)[CH:6]=[CH:7][CH:8]=2)[CH:3]=[N:2]1 |f:4.5.6|. Procedure: To 2-(1H-indazol-4-yl)-6-(4-methanesulfonyl-piperazin-1-ylmethyl)-4-morpholin-4-yl-thieno[3,2-d]pyrimidine (2.00 g, 3.89 mmol) in dichloromethane (50 ml) and methanol (20 ml) was added methanesulfonic acid (2 equiv., 505 ul). The reaction mixture was stirred for 3 hours at room temperature during which time a white precipitate gradually crashed out. Volatiles were removed in vacuo, the residue was triturated with diethyl ether, the solvent decanted and the solid dried under vacuum to give the ti... Starting materials: BrC1=CC2=C(N=C(S2)[C@@H]2C[C@H](C2)N2[C@@H](CCC2)C)C=C1 (Trans-6-bromo-2-{3-[(2R)-2-methylpyrrolidin-1-yl]cyclobutyl}-1,3-benzothiazole), CC1(OB(OC1(C)C)C=1C=NC2=CC=CC=C2C1)C (3-(4,4,5,5-tetramethyl-[1,3,2]dioxaborolan-2-yl)-quinoline), N1=CN=CC(=C1)B(O)O (pyrimidine-5-boronic acid). The product is C[C@@H]1N(CCC1)[C@@H]1C[C@H](C1)C=1SC2=C(N1)C=CC(=C2)C=2C=NC1=CC=CC=C1C2 (Trans-3-(2-{3-[(2S)-2-methylpyrrolidin-1-yl]cyclobutyl}-1,3-benzothiazol-6-yl)quinoline). RXN SMILES: Br[C:2]1[CH:20]=[CH:19][C:5]2[N:6]=[C:7]([C@H:9]3[CH2:12][C@H:11]([N:13]4[CH2:17][CH2:16][CH2:15][C@H:14]4[CH3:18])[CH2:10]3)[S:8][C:4]=2[CH:3]=1.CC1(C)C(C)(C)OB([C:29]2[CH:30]=[N:31][C:32]3[C:37]([CH:38]=2)=[CH:36][CH:35]=[CH:34][CH:33]=3)O1.N1C=C(B(O)O)C=NC=1>>[CH3:18][C@H:14]1[CH2:15][CH2:16][CH2:17][N:13]1[C@H:11]1[CH2:12][C@H:9]([C:7]2[S:8][C:4]3[CH:3]=[C:2]([C:29]4[CH:30]=[N:31][C:32]5[C:37]([CH:38]=4)=[CH:36][CH:35]=[CH:34][CH:33]=5)[CH:20]=[CH:19][C:5]=3[N:6]=2)[CH2:10]1. Procedure details: The title compound was prepared according to the procedure described in Example 1F, substituting the product of Example 11A for the product of Example 1E and substituting 3-(4,4,5,5-tetramethyl-[1,3,2]dioxaborolan-2-yl)-quinoline for pyrimidine-5-boronic acid. 1H NMR (500 MHz, CDCl3) δ ppm 9.24 (d, J=2.50 Hz, 1H) 8.37 (d, J=2.50 Hz, 1H) 8.09-8.21 (m, 3H) 7.90 (d, J=8.11 Hz, 1H) 7.81 (dd, J=8.42, 1.87 Hz, 1H) 7.71-7.78 (m, 1H) 7.54-7.66 (m, 1H) 3.82-3.99 (m, 1H) 3.46-3.64 (m, 1H) 2.98-3.16 (m, 1H... The reactants are CSSC (dimethyl disulfide), BrC1=C(C(=C(N)C=C1)F)C(F)(F)F (4-bromo-2-fluoro-3-(trifluoromethyl)aniline), N(=O)[O-].[Na+] (sodium nitrite), S(O)(O)(=O)=O (sulfuric acid), diazonium salt. Conditions: temperature 45 celsius, time 1.5 hour. Procedure: With cooling, 1.12 g (16.3 mmol) of sodium nitrite were introduced carefully into 8.00 ml of concentrated sulfuric acid. At 10-15° C., 4.00 g (15.5 mmol) of 4-bromo-2-fluoro-3-(trifluoromethyl)aniline dissolved in 30 ml of glacial acetic acid were slowly added dropwise to the clear solution, and the mixture was stirred at this temperature for 1.5 hours. 20 mg (0.31 mmol) of copper powder and 1.82 ml (20.2 mmol) of dimethyl disulfide were initially charged in 12 ml of glacial acetic acid and warm... Reaction SMILES: N([O-])=O.[Na+].S(=O)(=O)(O)O.[Br:10][C:11]1[CH:17]=[CH:16][C:14](N)=[C:13]([F:18])[C:12]=1[C:19]([F:22])([F:21])[F:20].[CH3:23][S:24]SC>C(O)(=O)C.[Cu].O>[Br:10][C:11]1[CH:17]=[CH:16][C:14]([S:24][CH3:23])=[C:13]([F:18])[C:12]=1[C:19]([F:22])([F:21])[F:20] |f:0.1|. The solvent is C(C)(=O)O (acetic acid), C(C)(=O)O (acetic acid), O (water). Reagents/catalysts: [Cu] (copper). Product: BrC1=C(C(=C(C=C1)SC)F)C(F)(F)F (1-Bromo-3-fluoro-4-(methylsulfanyl)-2-(trifluoromethyl)benzene).